From a dataset of the Open Reaction Database (ORD), a public repository of structured organic reaction records. describe an organic reaction: reactants, conditions, products, and yield The yield is 48.0%. Procedure: To a 250-mL round-bottom-flask, 3-hydroxy-2-methylquinoline-4-carboxylic acid (4.0 g, 0.02 mol), 1,2,4-benzenetricarboxylic anhydride (3.8 g, 0.02 mol) and 1,2,4-trichlorobenzene were added and the mixture was refluxed for 2 hours under nitrogen. After the mixture was cooled to room temperature, a yellow precipitate formed and was collected by filtration. The solid was washed with methanol, refluxed with water and collected by hot filtration to give 2-(3-hydroxy-quinolin-2-yl)-1,3-dioxo-indan-5-... Reactants: OC=1C(=NC2=CC=CC=C2C1C(=O)O)C (3-hydroxy-2-methylquinoline-4-carboxylic acid), C1=CC2=C(C=C1C(=O)O)C(=O)OC2=O (1,2,4-benzenetricarboxylic anhydride), ClC1=C(C=C(C=C1)Cl)Cl (1,2,4-trichlorobenzene). The product is OC=1C(=NC2=CC=CC=C2C1)C1C(C2=CC=C(C=C2C1=O)C(=O)O)=O (2-(3-hydroxy-quinolin-2-yl)-1,3-dioxo-indan-5-carboxylic acid). As a reaction SMILES: [OH:1][C:2]1[C:3]([CH3:15])=[N:4][C:5]2[C:10]([C:11]=1C(O)=O)=[CH:9][CH:8]=[CH:7][CH:6]=2.[CH:16]1[C:21]([C:22]([OH:24])=[O:23])=[CH:20][C:19]2[C:25]([O:27][C:28](=O)[C:18]=2[CH:17]=1)=[O:26].ClC1C=CC(Cl)=CC=1Cl>>[OH:1][C:2]1[C:3]([CH:15]2[C:25](=[O:26])[C:19]3[C:18](=[CH:17][CH:16]=[C:21]([C:22]([OH:24])=[O:23])[CH:20]=3)[C:28]2=[O:27])=[N:4][C:5]2[C:10]([CH:11]=1)=[CH:9][CH:8]=[CH:7][CH:6]=2.